From a dataset of the Open Reaction Database (ORD), a public repository of structured organic reaction records. describe an organic reaction: reactants, conditions, products, and yield Starting materials: COC(=O)c1cncc(Cl)c1COC1CCCCO1, CO, O, Cc1ccc(S(=O)(=O)O)cc1. Product: COC(=O)c1cncc(Cl)c1CO. RXN SMILES: [CH3:13][O:14][C:15]([c:16]1[cH:17][n:18][cH:19][c:20]([Cl:30])[c:21]1[CH2:22][O:23][CH:24]1[CH2:25][CH2:26][CH2:27][CH2:28][O:29]1)=[O:31].[CH3:32][OH:33].[OH2:1].[c:2]1([CH3:3])[cH:4][cH:5][c:6]([S:7]([OH:8])(=[O:9])=[O:10])[cH:11][cH:12]1>>[CH3:13][O:14][C:15]([c:16]1[cH:17][n:18][cH:19][c:20]([Cl:30])[c:21]1[CH2:22][OH:23])=[O:31]. The reactants are C(C)OC(=O)NC(=CC(=O)NC=1C(=CC2=C(N(C(CO2)=O)CC#C)C1)F)CC (6-[3-(ethoxycarbonylamino)-2-pentenoylamino]-3,4-dihydro-7-fluoro-3-oxo-4-(2-propynyl)-2H-1,4-benzoxazine), C[O-].[Na+] (sodium methylate), Cl (hydrochloric acid). Run in CO (methanol), O (water). Reaction conditions: temperature 62 celsius, time 4 hour. The product is C(C)C1=CC(N(C(N1)=O)C=1C(=CC2=C(N(C(CO2)=O)CC#C)C1)F)=O (6-ethyl-3-[3,4-dihydro-7-fluoro-3-oxo-4-(2-propynyl)-2H-1,4-benzoxazine-6-yl]-2,4(1H,3H)-pyrimidinedione). Reaction SMILES: C([O:3][C:4]([NH:6][C:7]([CH2:27][CH3:28])=[CH:8][C:9]([NH:11][C:12]1[C:13]([F:26])=[CH:14][C:15]2[O:20][CH2:19][C:18](=[O:21])[N:17]([CH2:22][C:23]#[CH:24])[C:16]=2[CH:25]=1)=[O:10])=O)C.C[O-].[Na+].Cl>CO.O>[CH2:27]([C:7]1[NH:6][C:4](=[O:3])[N:11]([C:12]2[C:13]([F:26])=[CH:14][C:15]3[O:20][CH2:19][C:18](=[O:21])[N:17]([CH2:22][C:23]#[CH:24])[C:16]=3[CH:25]=2)[C:9](=[O:10])[CH:8]=1)[CH3:28] |f:1.2|. Reported procedure: A suspension of 6.45 g of 6-[3-(ethoxycarbonylamino)-2-pentenoylamino]-3,4-dihydro-7-fluoro-3-oxo-4-(2-propynyl)-2H-1,4-benzoxazine and 3.22 g of sodium methylate in 6.5 ml of methanol is stirred at 62° C. for 4 hours. The solution which thus results is left to stand at room temperature for 64 hours and subsequently poured into a solution of 15 ml of 2N hydrochloric acid in 400 ml of water. The resulting precipitate is filtered off under suction, washed with water and recrystallized from acetone... Starting materials: CS(=O)(=O)O, CC(C)=O, [H][H], CN1CCCC1Cc1c[nH]c2ccc(C=CS(=O)(=O)c3ccccc3)cc12. Product: CN1CCCC1Cc1c[nH]c2ccc(CCS(=O)(=O)c3ccccc3)cc12. Reaction SMILES: [CH3:28][S:29](=[O:30])(=[O:31])[OH:32].[CH3:35][C:36](=[O:37])[CH3:38].[H:33][H:34].[c:1]1([S:7](=[O:8])(=[O:9])[CH:10]=[CH:11][c:12]2[cH:13][c:14]3[c:15]([CH2:21][CH:22]4[N:23]([CH3:27])[CH2:24][CH2:25][CH2:26]4)[cH:16][nH:17][c:18]3[cH:19][cH:20]2)[cH:2][cH:3][cH:4][cH:5][cH:6]1>>[c:1]1([S:7](=[O:8])(=[O:9])[CH2:10][CH2:11][c:12]2[cH:13][c:14]3[c:15]([CH2:21][CH:22]4[N:23]([CH3:27])[CH2:24][CH2:25][CH2:26]4)[cH:16][nH:17][c:18]3[cH:19][cH:20]2)[cH:2][cH:3][cH:4][cH:5][cH:6]1. Reactants: CN(\C=C(\C(=O)C1=CN=C(N1C(C)C)C)/F)C ((2Z)-3-(dimethylamino)-2-fluoro-1-(1-isopropyl-2-methyl-1H-imidazol-5-yl)prop-2-en-1-one), C(C)(=O)N1C[C@@H](N(C[C@H]1C)C1=CC=C(C=C1)NC(=N)N)C (N-[4-((2S,5R)-4-acetyl-2,5-dimethylpiperazin-1-yl)phenyl]guanidine). The product is C(C)(=O)N1C[C@@H](N(C[C@H]1C)C1=CC=C(NC2=NC=C(C(=N2)C2=CN=C(N2C(C)C)C)F)C=C1)C (2-{4-[(2S5R)-4-Acetyl-2,5-dimethylpiperazin-1-yl]anilino}-4-(1-isopropyl-2-methyl-1H-imidazol-5-yl)-5-fluoropyrimidine). RXN SMILES: CN(C)/[CH:3]=[C:4](\[F:16])/[C:5]([C:7]1[N:11]([CH:12]([CH3:14])[CH3:13])[C:10]([CH3:15])=[N:9][CH:8]=1)=O.[C:18]([N:21]1[C@H:26]([CH3:27])[CH2:25][N:24]([C:28]2[CH:33]=[CH:32][C:31]([NH:34][C:35]([NH2:37])=[NH:36])=[CH:30][CH:29]=2)[C@@H:23]([CH3:38])[CH2:22]1)(=[O:20])[CH3:19]>>[C:18]([N:21]1[C@H:26]([CH3:27])[CH2:25][N:24]([C:28]2[CH:33]=[CH:32][C:31]([NH:34][C:35]3[N:37]=[C:5]([C:7]4[N:11]([CH:12]([CH3:13])[CH3:14])[C:10]([CH3:15])=[N:9][CH:8]=4)[C:4]([F:16])=[CH:3][N:36]=3)=[CH:30][CH:29]=2)[C@@H:23]([CH3:38])[CH2:22]1)(=[O:20])[CH3:19]. Reported procedure: The title compound was prepared from (2Z)-3-(dimethylamino)-2-fluoro-1-(1-isopropyl-2-methyl-1H-imidazol-5-yl)prop-2-en-1-one (Method 14; 335 mg, 1.40 mmol) and N-[4-((2S,5R)-4-acetyl-2,5-dimethylpiperazin-1-yl)phenyl]guanidine (Method 35; 737.1 mg, 2.10 mmol) by the procedure of Example 116. The reaction mixture was evaporated under reduced pressure and the residue purified by chromatography on silica gel with MeOH:DCM:EtOAc (1:49.5:49.5 to 6:47:47) to give a solid which required further purifi...